Dataset: the Open Reaction Database (ORD), a public repository of structured organic reaction records. Task: describe an organic reaction: reactants, conditions, products, and yield Reactants: O1COC2=C1C=CC=C2C(CC(C(=O)NC2=C1C=CC=NC1=CC=C2)=O)(C)C (4-(1,3-benzodioxol-4-yl)-N-(quinolin-5-yl)-4-methyl-2-oxopentanamide), CC(CC(C(=O)N)=O)(C)C1=CC=CC=C1 (4-methyl-2-oxo-4-phenylpentanamide). The product is CC(CC(C(=O)O)=O)(C)C1=CC=CC=C1 (4-methyl-2-oxo-4-phenylpentanoic acid). RXN SMILES: O1[C:5]2[CH:6]=[CH:7][CH:8]=[C:9]([C:10]([CH3:28])([CH3:27])[CH2:11][C:12](=[O:26])[C:13](NC3C=CC=C4C=3C=CC=N4)=[O:14])[C:4]=2OC1.CC(C1C=CC=CC=1)(C)CC(=O)C(N)=[O:34]>>[CH3:27][C:10]([C:9]1[CH:4]=[CH:5][CH:6]=[CH:7][CH:8]=1)([CH3:28])[CH2:11][C:12](=[O:26])[C:13]([OH:14])=[O:34]. Reported procedure: According to the instructions for 4-(1,3-benzodioxol-4-yl)-N-(quinolin-5-yl)-4-methyl-2-oxopentanamide (Example 12) after chromatography on silica gel, 370 mg of N-(quinolin-5-yl)-)-4-methyl-2-oxo-4-phenylpentanamide is obtained from 515 mg of 4-methyl-2-oxo-4-phenylpentanoic acid (WO98/54159). Flash point: 98-99° C. Starting materials: CCCCCCC(C)CO, Cl, [K+], O=[Mn](=O)(=O)[O-], [Na+], O, O=S(=O)(O)O, O=S([O-])O. Yields the product CCCCCCC(C)C(=O)O. RXN SMILES: [CH3:6][CH:7]([CH2:8][OH:9])[CH2:10][CH2:11][CH2:12][CH2:13][CH2:14][CH3:15].[ClH:27].[K+:21].[Mn:16](=[O:17])([O-:18])(=[O:19])=[O:20].[Na+:26].[OH2:28].[S:1](=[O:2])(=[O:3])([OH:4])[OH:5].[S:22](=[O:23])([OH:24])[O-:25]>>[CH3:6][CH:7]([C:8](=[O:9])[OH:17])[CH2:10][CH2:11][CH2:12][CH2:13][CH2:14][CH3:15]. The reactants are CCOC(=O)CC1OB(O)c2cc(Oc3ccc(C#N)nn3)cc(C)c21, CCO. Product: CCOC(=O)CC1OB(O)c2cc(Oc3ccc(CN)nn3)cc(C)c21. Reaction SMILES: [CH2:1]([CH3:2])[O:3][C:4]([CH2:5][CH:6]1[c:7]2[c:8]([cH:12][c:13]([O:17][c:18]3[n:19][n:20][c:21]([C:24]#[N:25])[cH:22][cH:23]3)[cH:14][c:15]2[CH3:16])[B:9]([OH:11])[O:10]1)=[O:26].[CH3:27][CH2:28][OH:29]>>[CH2:1]([CH3:2])[O:3][C:4]([CH2:5][CH:6]1[c:7]2[c:8]([cH:12][c:13]([O:17][c:18]3[n:19][n:20][c:21]([CH2:24][NH2:25])[cH:22][cH:23]3)[cH:14][c:15]2[CH3:16])[B:9]([OH:11])[O:10]1)=[O:26]. Reported procedure: The process is performed according to the procedure described in Example 1 (step 1.5). Starting with 0.52 g (1.46 mmol) of 3-{2-[4-fluoro-1-(2-quinolyl)-4-piperidyl]ethyl}-1,3-oxazolidine-2,4-dione, obtained in step 12.8, and 3.6 ml (7.28 mmol) of a solution (2M) of methylamine in tetrahydrofuran, and after chromatography on silica gel, eluting with a 99/1 mixture of ethyl acetate and methanol, followed by crystallization from diethyl ether, 0.390 g of pure product is obtained in the form of a w... Solvent: O1CCCC1 (tetrahydrofuran). The reactants are FC1(CCN(CC1)C1=NC2=CC=CC=C2C=C1)CCN1C(OCC1=O)=O (3-{2-[4-fluoro-1-(2-quinolyl)-4-piperidyl]ethyl}-1,3-oxazolidine-2,4-dione), CN (methylamine). Reaction SMILES: [F:1][C:2]1([CH2:18][CH2:19][N:20]2[C:24](=[O:25])[CH2:23][O:22][C:21]2=[O:26])[CH2:7][CH2:6][N:5]([C:8]2[CH:17]=[CH:16][C:15]3[C:10](=[CH:11][CH:12]=[CH:13][CH:14]=3)[N:9]=2)[CH2:4][CH2:3]1.[CH3:27][NH2:28]>O1CCCC1>[F:1][C:2]1([CH2:18][CH2:19][NH:20][C:21](=[O:26])[O:22][CH2:23][C:24]([NH:28][CH3:27])=[O:25])[CH2:3][CH2:4][N:5]([C:8]2[CH:17]=[CH:16][C:15]3[C:10](=[CH:11][CH:12]=[CH:13][CH:14]=3)[N:9]=2)[CH2:6][CH2:7]1. Product: FC1(CCN(CC1)C1=NC2=CC=CC=C2C=C1)CCNC(OCC(=O)NC)=O (2-(Methylamino)-2-oxoethyl 2-[4-fluoro-1-(2-quinolyl)-4-piperidyl]ethylcarbamate). Starting materials: C(C)OC(=O)C1(CC2=CC=CC=C2C1)NC(=O)C1=CC=CC=2CCCCC12 (2-[(5,6,7,8-Tetrahydro-naphthalene-1-carbonyl)-amino]-indan-2-carboxylic acid ethyl ester), [OH-].[K+] (KOH), O (water). Solvent: CCO (EtOH). Reaction conditions: time 8 hour. Yields the product C1(=CC=CC=2CCCCC12)C(=O)NC1(CC2=CC=CC=C2C1)C(=O)O (2-[(5,6,7,8-Tetrahydro-naphthalene-1-carbonyl)-amino]-indan-2-carboxylic acid). Isolated yield 81.3%. RXN SMILES: C([O:3][C:4]([C:6]1([NH:15][C:16]([C:18]2[C:27]3[CH2:26][CH2:25][CH2:24][CH2:23][C:22]=3[CH:21]=[CH:20][CH:19]=2)=[O:17])[CH2:14][C:13]2[C:8](=[CH:9][CH:10]=[CH:11][CH:12]=2)[CH2:7]1)=[O:5])C.[OH-].[K+].O>CCO>[C:18]1([C:16]([NH:15][C:6]2([C:4]([OH:5])=[O:3])[CH2:14][C:13]3[C:8](=[CH:9][CH:10]=[CH:11][CH:12]=3)[CH2:7]2)=[O:17])[C:27]2[CH2:26][CH2:25][CH2:24][CH2:23][C:22]=2[CH:21]=[CH:20][CH:19]=1 |f:1.2|. Procedure details: The mixture of 2-[(5,6,7,8-Tetrahydro-naphthalene-1-carbonyl)-amino]-indan-2-carboxylic acid ethyl ester (37) (400 mg, 1.1 mmol) and KOH (1 g, 17.8 mmol) is dissolved in EtOH (10 mL) and water (2 mL) under a water bath. The water bath is removed when KOH is completely dissolved and the resulting reaction solution is stirred at RT for 8 h. After concentration in vacuo, the residue is dissolved in water (30 mL) and acidified with conc. HCl until no more white precipitate came out of the water. The...